This data is from the Open Reaction Database (ORD), a public repository of structured organic reaction records. The task is: describe an organic reaction: reactants, conditions, products, and yield Reactants: O1CCC2=C1C=CC=C2 (2,3-dihydrobenzofuran), ClS(=O)(=O)O (chlorosulfonic acid). Yields the product O1CCC2=C1C=CC(=C2)S(=O)(=O)Cl (2,3-dihydrobenzofuran-5-sulfonyl chloride). Yield: 30.2%. RXN SMILES: [O:1]1[C:5]2[CH:6]=[CH:7][CH:8]=[CH:9][C:4]=2[CH2:3][CH2:2]1.[Cl:10][S:11](O)(=[O:13])=[O:12]>>[O:1]1[C:5]2[CH:6]=[CH:7][C:8]([S:11]([Cl:10])(=[O:13])=[O:12])=[CH:9][C:4]=2[CH2:3][CH2:2]1. Procedure details: 2,3-dihydrobenzofuran (6.0 g, 49.94 mmol) is added over 20 minutes to chlorosulfonic acid (29.09 g, 249.69 mmol) at -20° C. The reaction mixture is quenched by addition of ice followed by water (20 mL). The mixture is then extracted with ethyl acetate. The combined organic extracts are washed with brine, dried (Na2SO4), and the solvent is evaporated. The crude product is purified by silica gel chromatography (30% ethyl acetate/hexane) to give 2,3-dihydrobenzofuran-5-sulfonyl chloride (3.3 g). The reactants are COC(=O)c1ccc(Br)cc1F, CCCC[Sn](CCCC)(CCCC)c1ccccn1, CCOC(C)=O, Cc1ccccc1, O. Product: COC(=O)c1ccc(-c2ccccn2)cc1F. Reaction SMILES: [Br:20][c:21]1[cH:22][c:23]([F:31])[c:24]([C:25](=[O:26])[O:27][CH3:28])[cH:29][cH:30]1.[CH2:1]([Sn:2]([CH2:3][CH2:4][CH2:5][CH3:12])([c:6]1[n:7][cH:8][cH:9][cH:10][cH:11]1)[CH2:13][CH2:14][CH2:15][CH3:16])[CH2:17][CH2:18][CH3:19].[CH3:33][CH2:34][O:35][C:36](=[O:37])[CH3:38].[CH3:39][c:40]1[cH:41][cH:42][cH:43][cH:44][cH:45]1.[OH2:32]>>[c:6]1(-[c:21]2[cH:22][c:23]([F:31])[c:24]([C:25](=[O:26])[O:27][CH3:28])[cH:29][cH:30]2)[n:7][cH:8][cH:9][cH:10][cH:11]1. Starting materials: CCC1C(=O)N(CC)c2ccc(F)cc2N1C(=O)c1ccc(OC)cc1, CCC1C(=O)N(C)c2cc(F)ccc2N1C(=O)c1ccc(O)cc1. The product is CCC1C(=O)N(CC)c2ccc(F)cc2N1C(=O)c1ccc(O)cc1. RXN SMILES: [CH2:1]([CH3:2])[N:3]1[C:4](=[O:26])[CH:5]([CH2:24][CH3:25])[N:6]([C:14]([c:15]2[cH:16][cH:17][c:18]([O:21][CH3:22])[cH:19][cH:20]2)=[O:23])[c:7]2[cH:8][c:9]([F:13])[cH:10][cH:11][c:12]21.[CH2:27]([CH:28]1[N:29]([C:30](=[O:31])[c:32]2[cH:33][cH:34][c:35]([OH:36])[cH:37][cH:38]2)[c:39]2[c:40]([cH:41][c:42]([F:43])[cH:44][cH:45]2)[N:46]([CH3:47])[C:48]1=[O:49])[CH3:50]>>[CH2:1]([CH3:2])[N:3]1[C:4](=[O:26])[CH:5]([CH2:24][CH3:25])[N:6]([C:14]([c:15]2[cH:16][cH:17][c:18]([OH:21])[cH:19][cH:20]2)=[O:23])[c:7]2[cH:8][c:9]([F:13])[cH:10][cH:11][c:12]21. Starting materials: FC1(C[C@@H](N(C1)C(=O)OC(C)(C)C)C(=O)OC)F ((R)-1-tert-butyl 2-methyl 4,4-difluoropyrrolidine-1,2-dicarboxylate), FC(C(=O)O)(F)F (trifluoroacetic acid). Solvent: ClCCl (dichloromethane). Conditions: time 5 hour. The product is FC1(C[C@@H](NC1)C(=O)OC)F ((R)-methyl 4,4-difluoropyrrolidine-2-carboxylate). Isolated yield 74.2%. RXN SMILES: [F:1][C:2]1([F:18])[CH2:6][N:5](C(OC(C)(C)C)=O)[C@@H:4]([C:14]([O:16][CH3:17])=[O:15])[CH2:3]1.FC(F)(F)C(O)=O>ClCCl>[F:18][C:2]1([F:1])[CH2:6][NH:5][C@@H:4]([C:14]([O:16][CH3:17])=[O:15])[CH2:3]1. Procedure: To solution of (R)-1-tert-butyl 2-methyl 4,4-difluoropyrrolidine-1,2-dicarboxylate (4.33 g, 16.32 mmol) in dichloromethane (30 mL) was added trifluoroacetic acid (12.58 mL, 163 mmol) and the resulting mixture was stirred at rt for 5 h, then concentrated and sat. aqueous sodium bicarbonate (50 mL) was added followed by stirring for 20 min before extracting with diethyl ether (40 mL×3). The combined extracts were washed with brine and dried over sodium sulfate, filtered, and concentrated at rt (no... Reactants: CCC1(O)CC(=O)OCc2c1cc1n(c2=O)Cc2cc3ccc(F)cc3nc2-1, CC(C)CCC=O. Yields the product CCC1(O)CC(=O)OCc2c1cc1n(c2=O)Cc2c-1nc1cc(F)ccc1c2CCC(C)C. Reaction SMILES: [CH2:1]([CH3:2])[C:3]1([OH:28])[CH2:4][C:5](=[O:27])[O:6][CH2:7][c:8]2[c:9](=[O:26])[n:10]3[c:23]([cH:24][c:25]21)-[c:13]1[c:12]([cH:21][c:20]2[c:15]([n:14]1)[cH:16][c:17]([F:22])[cH:18][cH:19]2)[CH2:11]3.[CH3:29][CH:30]([CH3:31])[CH2:32][CH2:33][CH:34]=[O:35]>>[CH2:1]([CH3:2])[C:3]1([OH:28])[CH2:4][C:5](=[O:27])[O:6][CH2:7][c:8]2[c:9](=[O:26])[n:10]3[c:23]([cH:24][c:25]21)-[c:13]1[c:12]([c:21]([CH2:33][CH2:32][CH:30]([CH3:29])[CH3:31])[c:20]2[c:15]([n:14]1)[cH:16][c:17]([F:22])[cH:18][cH:19]2)[CH2:11]3. The reactants are CCOC(=O)C1(CI)CCN(C(=O)c2ccc(F)cc2)C1, Oc1cccc(F)c1F. The product is CCOC(=O)C1(COc2cccc(F)c2F)CCN(C(=O)c2ccc(F)cc2)C1. As a reaction SMILES: [CH2:10]([CH3:11])[O:12][C:13](=[O:14])[C:15]1([CH2:29][I:30])[CH2:16][N:17]([C:20]([c:21]2[cH:22][cH:23][c:24]([F:27])[cH:25][cH:26]2)=[O:28])[CH2:18][CH2:19]1.[F:1][c:2]1[c:3]([OH:9])[cH:4][cH:5][cH:6][c:7]1[F:8]>>[F:1][c:2]1[c:3]([O:9][CH2:29][C:15]2([C:13]([O:12][CH2:10][CH3:11])=[O:14])[CH2:16][N:17]([C:20]([c:21]3[cH:22][cH:23][c:24]([F:27])[cH:25][cH:26]3)=[O:28])[CH2:18][CH2:19]2)[cH:4][cH:5][cH:6][c:7]1[F:8].